From a dataset of the Open Reaction Database (ORD), a public repository of structured organic reaction records. describe an organic reaction: reactants, conditions, products, and yield Reactants: CC(C(=O)NC1=C(C(=O)OC)C(=CC=C1)OCC#C)(C)C (methyl 2-(2,2-dimethylpropionylamino)-6-(prop-2-ynyloxy)benzoate), CC(C(=O)NC1=C(C(=O)OC)C(=CC=C1)OCC#C)(C)C (methyl 2-(2,2-dimethylpropionylamino)-6-(prop-2-ynyloxy)benzoate), [bis(trifluoromethanesulfonyl)imidate]-(triphenylphosphine)gold. The solvent is C1(=CC=CC=C1)C (toluene), C1(=CC=CC=C1)C (toluene). The product is CC(C(=O)NC1=CC=C2C=CCOC2=C1C(=O)OC)(C)C (methyl 7-(2,2-dimethylpropionylamino)-2H-chromene-8-carboxylate). Yield: 75.7%. RXN SMILES: [CH3:1][C:2]([CH3:21])([CH3:20])[C:3]([NH:5][C:6]1[CH:15]=[CH:14][CH:13]=[C:12]([O:16][CH2:17][C:18]#[CH:19])[C:7]=1[C:8]([O:10][CH3:11])=[O:9])=[O:4]>C1(C)C=CC=CC=1>[CH3:1][C:2]([CH3:21])([CH3:20])[C:3]([NH:5][C:6]1[C:7]([C:8]([O:10][CH3:11])=[O:9])=[C:12]2[C:13]([CH:19]=[CH:18][CH2:17][O:16]2)=[CH:14][CH:15]=1)=[O:4]. Procedure details: A solution of methyl 2-(2,2-dimethylpropionylamino)-6-(prop-2-ynyloxy)benzoate (Intermediate 46, 4.74 g) and [bis(trifluoromethanesulfonyl)imidate]-(triphenylphosphine)gold (2:1) toluene adduct (0.060 g) in toluene (70 mL) was heated to 85° C., under an atmosphere of nitrogen for 3 hours. After cooling, the mixture was concentrated in vacuo and the residue was purified by chromatography on silica, eluting with a mixture of ethyl acetate and cyclohexane, with a gradient of 0-20% to give methyl 7-... The reactants are COC=1C=C2C(=NNC2=CC1)O (5-Methoxy-1H-indazol-3-ol), CN1C=2C(C(=O)OC1=O)=CC=CC2 (N-methylisatoic anhydride). Product: CNC1=C(C(=O)N2N=C(C3=CC(=CC=C23)OC)O)C=CC=C1 (1-(o-Methylaminobenzoyl)-5-methoxy-1H-indazol-3-ol). As a reaction SMILES: [CH3:1][O:2][C:3]1[CH:4]=[C:5]2[C:9](=[CH:10][CH:11]=1)[NH:8][N:7]=[C:6]2[OH:12].[CH3:13][N:14]1C(=O)O[C:17](=[O:18])[C:16]2=[CH:22][CH:23]=[CH:24][CH:25]=[C:15]12>>[CH3:13][NH:14][C:15]1[CH:25]=[CH:24][CH:23]=[CH:22][C:16]=1[C:17]([N:8]1[C:9]2[C:5](=[CH:4][C:3]([O:2][CH3:1])=[CH:11][CH:10]=2)[C:6]([OH:12])=[N:7]1)=[O:18]. Reported procedure: 5-Methoxy-1H-indazol-3-ol was reacted with N-methylisatoic anhydride according to the general procedure A above and afforded the desired amine as a yellow solid in 67.0% yeild; m.p. 175°-177° C. Procedure details: The title compound was prepared in a manner analogous to Example 1, substituting (1R,6S)-8-(6-methylpyrazin-2-yl)-3,8-diazabicyclo[4.2.0]octane (Intermediate 30) for (1R,6S)8-(4,6-dimethyl-pyrimidin-2-yl)-3,8-diaza-bicyclo[4.2.0]octane and 2-[1,2,3]triazol-2-yl-benzoic acid (Intermediate 14) for 2-thiophen-2-yl-benzoic acid. DCM was used in place of DMF. MS (ESI) mass calcd. For C20H21N7O, 375.44; m/z found 376.1 [M+H]+. 1H NMR (CD3OD): 8.08-7.75 (m, 3H), 7.68-7.37 (m, 4H), 7.33-6.82 (m, 1H), 4.... Starting materials: CC1=CN=CC(=N1)N1C[C@@H]2CCNC[C@H]12 ((1R,6S)-8-(6-methylpyrazin-2-yl)-3,8-diazabicyclo[4.2.0]octane), N=1N(N=CC1)C1=C(C(=O)O)C=CC=C1 (2-[1,2,3]triazol-2-yl-benzoic acid), S1C(=CC=C1)C1=C(C(=O)O)C=CC=C1 (2-thiophen-2-yl-benzoic acid), CC1=NC(=NC(=C1)C)N1C[C@@H]2CCNC[C@H]12 ((1R,6S)8-(4,6-dimethyl-pyrimidin-2-yl)-3,8-diaza-bicyclo[4.2.0]octane), N=1N(N=CC1)C1=C(C(=O)O)C=CC=C1 (2-[1,2,3]triazol-2-yl-benzoic acid). Yields the product CC1=CN=CC(=N1)N1C[C@@H]2CCN(C[C@H]12)C(=O)C1=C(C=CC=C1)N1N=CC=N1 ((1R,6S)-8-(6-Methylpyrazin-2-yl)-3-{[2-(2H-1,2,3-triazol-2-yl)phenyl]carbonyl}-3,8-diazabicyclo[4.2.0]octane). Reaction SMILES: [CH3:1][C:2]1[N:7]=[C:6]([N:8]2[C@@H:15]3[C@@H:10]([CH2:11][CH2:12][NH:13][CH2:14]3)[CH2:9]2)[CH:5]=[N:4][CH:3]=1.CC1C=C(C)N=C(N2[C@@H]3[C@@H](CCNC3)C2)N=1.[N:32]1[N:33]([C:37]2[CH:45]=[CH:44][CH:43]=[CH:42][C:38]=2[C:39](O)=[O:40])[N:34]=[CH:35][CH:36]=1.S1C=CC=C1C1C=CC=CC=1C(O)=O>C(Cl)Cl>[CH3:1][C:2]1[N:7]=[C:6]([N:8]2[C@@H:15]3[C@@H:10]([CH2:11][CH2:12][N:13]([C:39]([C:38]4[CH:42]=[CH:43][CH:44]=[CH:45][C:37]=4[N:33]4[N:34]=[CH:35][CH:36]=[N:32]4)=[O:40])[CH2:14]3)[CH2:9]2)[CH:5]=[N:4][CH:3]=1. Run in C(Cl)Cl (DCM). The reactants are CO, O=Cc1ccccc1, [K+], O=C1CN2CCC1CC2, [OH-], O. Yields the product O=C1C(=Cc2ccccc2)N2CCC1CC2. As a reaction SMILES: [CH3:21][OH:22].[CH:10](=[O:11])[c:12]1[cH:13][cH:14][cH:15][cH:16][cH:17]1.[K+:19].[N:1]12[CH2:2][C:3](=[O:9])[CH:4]([CH2:5][CH2:6]1)[CH2:7][CH2:8]2.[OH-:18].[OH2:20]>>[N:1]12[C:2](=[CH:10][c:12]3[cH:13][cH:14][cH:15][cH:16][cH:17]3)[C:3](=[O:9])[CH:4]([CH2:5][CH2:6]1)[CH2:7][CH2:8]2.